Dataset: the Open Reaction Database (ORD), a public repository of structured organic reaction records. Task: describe an organic reaction: reactants, conditions, products, and yield The reactants are C(C)(C)(C)OC(NCCN1C(C2=CC=C(C=C2C(=C1CN(C)C)C1=CC=CC=C1)OC)=O)=O ([2-(3-Dimethylaminomethyl-6-methoxy-1-oxo-4-phenyl-1H-isoquinolin-2-yl)-ethyl]-carbamic acid tert-butyl ester). Solvent: C(C)(=O)OCC (ethyl acetate). Product: NCCN1C(C2=CC=C(C=C2C(=C1CN(C)C)C1=CC=CC=C1)OC)=O (2-(2-Amino-ethyl)-3-dimethylaminomethyl-6-methoxy-4-phenyl-2H-isoquinolin-1-one). The yield is 93.4%. Reaction SMILES: C(OC(=O)[NH:7][CH2:8][CH2:9][N:10]1[C:19]([CH2:20][N:21]([CH3:23])[CH3:22])=[C:18]([C:24]2[CH:29]=[CH:28][CH:27]=[CH:26][CH:25]=2)[C:17]2[C:12](=[CH:13][CH:14]=[C:15]([O:30][CH3:31])[CH:16]=2)[C:11]1=[O:32])(C)(C)C>C(OCC)(=O)C>[NH2:7][CH2:8][CH2:9][N:10]1[C:19]([CH2:20][N:21]([CH3:23])[CH3:22])=[C:18]([C:24]2[CH:25]=[CH:26][CH:27]=[CH:28][CH:29]=2)[C:17]2[C:12](=[CH:13][CH:14]=[C:15]([O:30][CH3:31])[CH:16]=2)[C:11]1=[O:32]. Procedure details: A solution of 115 (1.71 g, 3.79 mmol) in ethyl acetate (200 mL) was cooled in an ice bath with stirring. Hydrogen chloride gas was bubbled through the solution for 15 min. then the contents of the reaction flask were warmed to room temperature. After 1.25 h the solvent was removed in vacuo and the remaining residue was triturated with ether to give 116 as a white solid (1.37 g, 3.54 mmol, 93.6%). The reactants are C(C)NS(=O)(=O)C1=C(C(=CC=C1Cl)[N+](=O)[O-])Cl (N-ethyl-2,6dichloro-3-nitrobenzenesulfonamide), [H-].[Na+] (NaH), O (water). The product is C(C)NS(=O)(=O)C1=C(C(=CC=C1Cl)[N+](=O)[O-])O (N-ethyl-6-chloro-2-hydroxy-3-nitrobenzenesulfonamide). As a reaction SMILES: [CH2:1]([NH:3][S:4]([C:7]1[C:12]([Cl:13])=[CH:11][CH:10]=[C:9]([N+:14]([O-:16])=[O:15])[C:8]=1Cl)(=[O:6])=[O:5])[CH3:2].[H-].[Na+].[OH2:20]>>[CH2:1]([NH:3][S:4]([C:7]1[C:12]([Cl:13])=[CH:11][CH:10]=[C:9]([N+:14]([O-:16])=[O:15])[C:8]=1[OH:20])(=[O:6])=[O:5])[CH3:2] |f:1.2|. Procedure details: Following the general hydrolysis procedure outlined in example 15, N-ethyl-2,6dichloro-3-nitrobenzenesulfonamide (1.16 g, 3.88mmol), 60% NaH (466 mg, 11.64 mmol) and water (70 μL, 3.88 mmol) were reacted. The crude product (1.34 g) was carried on to the next step without purification. 1H NMR (MeOD-d4): δ 8.07 (d, 1H), 7.25 (d, 1H), 3.05 (q, 2H), 1.12 (t, 3H).